This data is from the Open Reaction Database (ORD), a public repository of structured organic reaction records. The task is: describe an organic reaction: reactants, conditions, products, and yield Procedure details: Conversion of [(2R,4R,5S)-5-amino-2-[(benzyloxy)methyl]-5-(2,4-difluorophenyl)tetrahydro-2H-pyran-4-yl]methanol (C22) to the product was carried out according to the general procedure for the synthesis of 9H-fluoren-9-ylmethyl {[(3S,4R)-3-(2,4-difluorophenyl)-4-(hydroxymethyl)tetrahydro-2H-pyran-3-yl]carbamothioyl}carbamate (C12) in Example 1. The product was obtained as a white solid. Yield: 995 mg, 1.54 mmol, 75%. LCMS m/z 645.6 (M+1). 1H NMR (400 MHz, CDCl3), characteristic peaks: δ 3.52 (dd,... As a reaction SMILES: [NH2:1][C@@:2]1([C:19]2[CH:24]=[CH:23][C:22]([F:25])=[CH:21][C:20]=2[F:26])[CH2:7][O:6][C@@H:5]([CH2:8][O:9][CH2:10][C:11]2[CH:16]=[CH:15][CH:14]=[CH:13][CH:12]=2)[CH2:4][C@H:3]1[CH2:17][OH:18].FC1C=C(F)C=CC=1[C@@]1(N[C:44]([NH:46][C:47](=[O:63])[O:48][CH2:49][CH:50]2[C:62]3[CH:61]=[CH:60][CH:59]=[CH:58][C:57]=3[C:56]3[C:51]2=[CH:52][CH:53]=[CH:54][CH:55]=3)=[S:45])[C@H](CO)CCOC1>>[CH2:10]([O:9][CH2:8][C@@H:5]1[O:6][CH2:7][C@@:2]([NH:1][C:44]([NH:46][C:47](=[O:63])[O:48][CH2:49][CH:50]2[C:51]3[CH:52]=[CH:53][CH:54]=[CH:55][C:56]=3[C:57]3[C:62]2=[CH:61][CH:60]=[CH:59][CH:58]=3)=[S:45])([C:19]2[CH:24]=[CH:23][C:22]([F:25])=[CH:21][C:20]=2[F:26])[C@H:3]([CH2:17][OH:18])[CH2:4]1)[C:11]1[CH:12]=[CH:13][CH:14]=[CH:15][CH:16]=1. Product: C(C1=CC=CC=C1)OC[C@H]1C[C@H]([C@@](CO1)(C1=C(C=C(C=C1)F)F)NC(=S)NC(OCC1C2=CC=CC=C2C=2C=CC=CC12)=O)CO (9H-fluoren-9-ylmethyl {[(3S,4R,6R)-6-[(benzyloxy)methyl]-3-(2,4-difluorophenyl)-4-(hydroxymethyl)tetrahydro-2H-pyran-3-yl]carbamothioyl}carbamate). Reactants: N[C@@]1([C@@H](C[C@@H](OC1)COCC1=CC=CC=C1)CO)C1=C(C=C(C=C1)F)F ([(2R,4R,5S)-5-amino-2-[(benzyloxy)methyl]-5-(2,4-difluorophenyl)tetrahydro-2H-pyran-4-yl]methanol), FC1=C(C=CC(=C1)F)[C@@]1(COCC[C@H]1CO)NC(=S)NC(OCC1C2=CC=CC=C2C=2C=CC=CC12)=O (9H-fluoren-9-ylmethyl {[(3S,4R)-3-(2,4-difluorophenyl)-4-(hydroxymethyl)tetrahydro-2H-pyran-3-yl]carbamothioyl}carbamate). The reactants are C(C)N1CCOCC1 (N-ethylmorpholine), C(N)(=N)C1=CC=C(C=C1)CC(C(=O)N(CC1CCCCC1)CC(=O)O)C1CCCCC1 ({[3-(4-carbamimidoyl-phenyl)-2-2-(R,S)-cyclohexyl-propionyl]-cyclohexylmethyl-amino}-acetic acid), Cl.Cl.N[C@H](C(=O)N)CCCNC(=N)N (2-(S)-amino-5-guanidino-pentanoic acid amide dihyrochloride), [B-](F)(F)(F)F.CCOC(=O)C(=NOC(=[N+](C)C)N(C)C)C#N (TOTU). Run in CN(C=O)C (dimethylformamide). Run at time 1 hour. Yields the product Cl.C(C)(=O)O.C(N)(=N)C1=CC=C(C=C1)CC(C(=O)N(CC(=O)N[C@H](C(=O)N)CCCNC(=N)N)CC1CCCCC1)C1CCCCC1 (2-(S)-(2-{[3-(4-Carbamimidoyl-phenyl)-2-(R,S)-cyclohexyl-propionyl]-cyclohexylmethyl-amino}-acetylamino)-5-guanidino-pentanoic acid amide acetic acid salt hydrochloric acid salt). RXN SMILES: [C:1]([C:4]1[CH:9]=[CH:8][C:7]([CH2:10][CH:11]([CH:26]2[CH2:31][CH2:30][CH2:29][CH2:28][CH2:27]2)[C:12]([N:14]([CH2:22][C:23]([OH:25])=[O:24])[CH2:15][CH:16]2[CH2:21][CH2:20][CH2:19][CH2:18][CH2:17]2)=[O:13])=[CH:6][CH:5]=1)(=[NH:3])[NH2:2].[ClH:32].Cl.[NH2:34][C@@H:35]([CH2:39][CH2:40][CH2:41][NH:42][C:43]([NH2:45])=[NH:44])[C:36]([NH2:38])=[O:37].[B-](F)(F)(F)F.CCOC(C(C#N)=NOC(N(C)C)=[N+](C)C)=O.C(N1CCOCC1)C>CN(C)C=O>[ClH:32].[C:23]([OH:25])(=[O:24])[CH3:22].[C:1]([C:4]1[CH:5]=[CH:6][C:7]([CH2:10][CH:11]([CH:26]2[CH2:27][CH2:28][CH2:29][CH2:30][CH2:31]2)[C:12]([N:14]([CH2:15][CH:16]2[CH2:17][CH2:18][CH2:19][CH2:20][CH2:21]2)[CH2:22][C:23]([NH:34][C@@H:35]([CH2:39][CH2:40][CH2:41][NH:42][C:43]([NH2:45])=[NH:44])[C:36]([NH2:38])=[O:37])=[O:24])=[O:13])=[CH:8][CH:9]=1)(=[NH:3])[NH2:2] |f:1.2.3,4.5,8.9.10|. Procedure: To {[3-(4-carbamimidoyl-phenyl)-2-2-(R,S)-cyclohexyl-propionyl]-cyclohexylmethyl-amino}-acetic acid (50 mg, 0.12 mmol) and 2-(S)-amino-5-guanidino-pentanoic acid amide dihyrochloride (30 mg, 0.12 mmol) in dimethylformamide (5 ml) were added at −15° C. TOTU (44 mg, 0.13 mmol) and N-ethylmorpholine (40 μl, 0.32 mmol). The mixture was stirred for 1 hour and then allowed to warm to room temperature. After evaporated, the residue was treated with sodium bicarbonate solution and extracted with ethyl a... Run in C(C)(=O)OCC (ethyl acetate), O (water), COCCOC (DME), C(=O)([O-])[O-].[K+].[K+] (K2CO3). Yield: 56.5%. Procedure: Pd(PPh3)4 (0.313 g, 0.271 mmol) and trans-2-phenylvinylboronic acid (1.105 g, 7.468 mmol) were added to a mixture of 6-bromo-2-(2-chlorophenylamino)-3,4-difluorobenzoic acid methyl ester (2.00 g, 5.31 mmol) in 35 mL DME and 8 mL 2.0 M aqueous K2CO3 solution. The reaction mixture was heated under a N2 atmosphere to 90° C. and stirred for 16 hours. After cooling to room temperature, the reaction mixture was diluted with ethyl acetate and water and the layers separated. The organic layer was dried ... Reaction conditions: temperature 90 celsius, time 16 hour. Starting materials: C1(=CC=CC=C1)/C=C/B(O)O (trans-2-phenylvinylboronic acid), COC(C1=C(C(=C(C=C1Br)F)F)NC1=C(C=CC=C1)Cl)=O (6-bromo-2-(2-chlorophenylamino)-3,4-difluorobenzoic acid methyl ester). The product is COC(C1=C(C(=C(C=C1C=CC1=CC=CC=C1)F)F)NC1=C(C=CC=C1)Cl)=O (2-(2-chlorophenylamino)-3,4-difluoro-6-styryl-benzoic acid methyl ester). The reagents and catalysts are C=1C=CC(=CC1)[P](C=2C=CC=CC2)(C=3C=CC=CC3)[Pd]([P](C=4C=CC=CC4)(C=5C=CC=CC5)C=6C=CC=CC6)([P](C=7C=CC=CC7)(C=8C=CC=CC8)C=9C=CC=CC9)[P](C=1C=CC=CC1)(C=1C=CC=CC1)C=1C=CC=CC1 (Pd(PPh3)4). Reaction SMILES: [C:1]1(/[CH:7]=[CH:8]/B(O)O)[CH:6]=[CH:5][CH:4]=[CH:3][CH:2]=1.[CH3:12][O:13][C:14](=[O:32])[C:15]1[C:20](Br)=[CH:19][C:18]([F:22])=[C:17]([F:23])[C:16]=1[NH:24][C:25]1[CH:30]=[CH:29][CH:28]=[CH:27][C:26]=1[Cl:31]>COCCOC.C([O-])([O-])=O.[K+].[K+].C(OCC)(=O)C.O.C1C=CC([P]([Pd]([P](C2C=CC=CC=2)(C2C=CC=CC=2)C2C=CC=CC=2)([P](C2C=CC=CC=2)(C2C=CC=CC=2)C2C=CC=CC=2)[P](C2C=CC=CC=2)(C2C=CC=CC=2)C2C=CC=CC=2)(C2C=CC=CC=2)C2C=CC=CC=2)=CC=1>[CH3:12][O:13][C:14](=[O:32])[C:15]1[C:20]([CH:8]=[CH:7][C:1]2[CH:6]=[CH:5][CH:4]=[CH:3][CH:2]=2)=[CH:19][C:18]([F:22])=[C:17]([F:23])[C:16]=1[NH:24][C:25]1[CH:30]=[CH:29][CH:28]=[CH:27][C:26]=1[Cl:31] |f:3.4.5,^1:55,57,76,95|. The reactants are CS(=O)(=O)c1cc(F)c2c(c1)OC(CBr)OC2, CCCCN, CCO. Product: CCCCNCC1OCc2c(F)cc(S(C)(=O)=O)cc2O1. RXN SMILES: [Br:1][CH2:2][CH:3]1[O:4][CH2:5][c:6]2[c:7]([cH:9][c:10]([S:14](=[O:15])(=[O:16])[CH3:17])[cH:11][c:12]2[F:13])[O:8]1.[CH2:18]([CH2:19][CH2:20][CH3:21])[NH2:22].[CH3:23][CH2:24][OH:25]>>[CH2:2]([CH:3]1[O:4][CH2:5][c:6]2[c:7]([cH:9][c:10]([S:14](=[O:15])(=[O:16])[CH3:17])[cH:11][c:12]2[F:13])[O:8]1)[NH:22][CH2:18][CH2:19][CH2:20][CH3:21]. The reactants are COC(=O)CCSc1cnc(Nc2nc(CC3CCN(C(=O)OC(C)(C)C)CC3)cs2)c(Oc2ccccc2)c1, CC(C)(C)[O-], CS(C)=O, Clc1ccnc2ccsc12, [K+]. The product is CC(C)(C)OC(=O)N1CCC(Cc2csc(Nc3ncc(Sc4ccnc5ccsc45)cc3Oc3ccccc3)n2)CC1. Reaction SMILES: [CH3:17][O:18][C:19](=[O:20])[CH2:21][CH2:56][S:22][c:23]1[cH:24][c:25]([O:49][c:50]2[cH:51][cH:52][cH:53][cH:54][cH:55]2)[c:26]([NH:29][c:30]2[s:31][cH:32][c:33]([CH2:35][CH:36]3[CH2:37][CH2:38][N:39]([C:42](=[O:43])[O:44][C:45]([CH3:46])([CH3:47])[CH3:48])[CH2:40][CH2:41]3)[n:34]2)[n:27][cH:28]1.[CH3:1][C:2]([O-:3])([CH3:4])[CH3:5].[CH3:57][S:58]([CH3:59])=[O:60].[Cl:7][c:8]1[c:9]2[c:10]([n:11][cH:12][cH:13]1)[cH:14][cH:15][s:16]2.[K+:6]>>[c:8]1([S:22][c:23]2[cH:24][c:25]([O:49][c:50]3[cH:51][cH:52][cH:53][cH:54][cH:55]3)[c:26]([NH:29][c:30]3[s:31][cH:32][c:33]([CH2:35][CH:36]4[CH2:37][CH2:38][N:39]([C:42](=[O:43])[O:44][C:45]([CH3:46])([CH3:47])[CH3:48])[CH2:40][CH2:41]4)[n:34]3)[n:27][cH:28]2)[c:9]2[c:10]([n:11][cH:12][cH:13]1)[cH:14][cH:15][s:16]2. Starting materials: C(C)N(C1=C(C=C(C(=C1)OC)OC)[C@H]1CC=2C=CC(=CC2CC1)OC(C(C)(C)C)=O)C(C1=CC(=C(C=C1)O)F)=O (pivalic acid (R)-6-{2-[ethyl(3-fluoro-4-hydroxybenzoyl)amino]-4,5-dimethoxyphenyl}-5,6,7,8-tetrahydronaphthalen-2-yl ester), ClCC(=O)N(C)CC (2-chloro-N-ethyl-N-methylacetamide). Product: C(C)N(C1=C(C=C(C(=C1)OC)OC)[C@H]1CC=2C=CC(=CC2CC1)O)CC1=CC(=C(C=C1)OCCN(C)CC)F ((R)-6-{2-{Ethyl{4-[2-(ethylmethylamino)ethoxy]-3-fluorobenzyl}amino}-4,5-dimethoxyphenyl}-5,6,7,8-tetrahydronaphthalen-2-ol). The yield is 28.0%. RXN SMILES: [CH2:1]([N:3]([C:31](=O)[C:32]1[CH:37]=[CH:36][C:35]([OH:38])=[C:34]([F:39])[CH:33]=1)[C:4]1[CH:9]=[C:8]([O:10][CH3:11])[C:7]([O:12][CH3:13])=[CH:6][C:5]=1[C@@H:14]1[CH2:23][CH2:22][C:21]2[CH:20]=[C:19]([O:24]C(=O)C(C)(C)C)[CH:18]=[CH:17][C:16]=2[CH2:15]1)[CH3:2].Cl[CH2:42][C:43]([N:45]([CH2:47][CH3:48])[CH3:46])=O>>[CH2:1]([N:3]([CH2:31][C:32]1[CH:37]=[CH:36][C:35]([O:38][CH2:42][CH2:43][N:45]([CH2:47][CH3:48])[CH3:46])=[C:34]([F:39])[CH:33]=1)[C:4]1[CH:9]=[C:8]([O:10][CH3:11])[C:7]([O:12][CH3:13])=[CH:6][C:5]=1[C@@H:14]1[CH2:23][CH2:22][C:21]2[CH:20]=[C:19]([OH:24])[CH:18]=[CH:17][C:16]=2[CH2:15]1)[CH3:2]. Procedure details: Synthesized from pivalic acid (R)-6-{2-[ethyl(3-fluoro-4-hydroxybenzoyl)amino]-4,5-dimethoxyphenyl}-5,6,7,8-tetrahydronaphthalen-2-yl ester (15 mg) and 2-chloro-N-ethyl-N-methylacetamide (7.4 mg) according to an analogous synthetic method to Example 404 and purified by LC-MS, the title compound (4.1 mg) was obtained.